From a dataset of the Open Reaction Database (ORD), a public repository of structured organic reaction records. describe an organic reaction: reactants, conditions, products, and yield Reactants: COCCCl, CC(=O)O, CN(C)C=O, CCOC(C)=O, [H-], [Na+], O, O=C(NC1N=C(c2ccccc2)c2ccccc2NC1=O)c1cc2ccccc2[nH]1. Yields the product COCCN1C(=O)C(NC(=O)c2cc3ccccc3[nH]2)N=C(c2ccccc2)c2ccccc21. Reaction SMILES: [CH3:33][O:34][CH2:35][CH2:36][Cl:37].[CH3:38][C:39](=[O:40])[OH:41].[CH3:42][N:43]([CH3:44])[CH:45]=[O:46].[CH3:48][CH2:49][O:50][C:51](=[O:52])[CH3:53].[H-:31].[Na+:32].[OH2:47].[nH:1]1[c:2]([C:10](=[O:11])[NH:12][CH:13]2[C:14](=[O:30])[NH:15][c:16]3[c:17]([cH:26][cH:27][cH:28][cH:29]3)[C:18]([c:20]3[cH:21][cH:22][cH:23][cH:24][cH:25]3)=[N:19]2)[cH:3][c:4]2[cH:5][cH:6][cH:7][cH:8][c:9]12>>[nH:1]1[c:2]([C:10](=[O:11])[NH:12][CH:13]2[C:14](=[O:30])[N:15]([CH2:36][CH2:35][O:34][CH3:33])[c:16]3[c:17]([cH:26][cH:27][cH:28][cH:29]3)[C:18]([c:20]3[cH:21][cH:22][cH:23][cH:24][cH:25]3)=[N:19]2)[cH:3][c:4]2[cH:5][cH:6][cH:7][cH:8][c:9]12. The reactants are O=C([O-])O, CCCCNC(=O)COc1ccc2c(c1)CC(NCc1ccccc1)CCC2, ClCCl, O=S(=O)([O-])C(F)(F)F, O=S(=O)([O-])C(F)(F)F, O=S(=O)([O-])C(F)(F)F, [Na+], [Yb+3], c1cc2cc(OCC3CO3)ccc2[nH]1. Product: CCCCNC(=O)COc1ccc2c(c1)CC(N(Cc1ccccc1)CC(O)COc1ccc3[nH]ccc3c1)CCC2. RXN SMILES: [C:68](=[O:69])([OH:70])[O-:71].[CH2:1]([c:2]1[cH:3][cH:4][cH:5][cH:6][cH:7]1)[NH:8][CH:9]1[CH2:10][CH2:11][CH2:12][c:13]2[c:14]([cH:16][c:17]([O:20][CH2:21][C:22](=[O:23])[NH:24][CH2:25][CH2:26][CH2:27][CH3:28])[cH:18][cH:19]2)[CH2:15]1.[Cl:73][CH2:74][Cl:75].[F:43][C:44]([F:45])([F:46])[S:47]([O-:48])(=[O:49])=[O:50].[F:52][C:53]([F:54])([F:55])[S:56]([O-:57])(=[O:58])=[O:59].[F:60][C:61]([F:62])([F:63])[S:64]([O-:65])(=[O:66])=[O:67].[Na+:72].[Yb+3:51].[nH:29]1[cH:30][cH:31][c:32]2[cH:33][c:34]([O:38][CH2:39][CH:40]3[CH2:41][O:42]3)[cH:35][cH:36][c:37]12>>[CH2:1]([c:2]1[cH:3][cH:4][cH:5][cH:6][cH:7]1)[N:8]([CH:9]1[CH2:10][CH2:11][CH2:12][c:13]2[c:14]([cH:16][c:17]([O:20][CH2:21][C:22](=[O:23])[NH:24][CH2:25][CH2:26][CH2:27][CH3:28])[cH:18][cH:19]2)[CH2:15]1)[CH2:41][CH:40]([CH2:39][O:38][c:34]1[cH:33][c:32]2[cH:31][cH:30][nH:29][c:37]2[cH:36][cH:35]1)[OH:42]. Starting materials: COC=1C=CC2=C(SC(=C2)C2=NC(=NC=C2)NC2CC(NC(C2)(C)C)(C)C)C1 ([4-(6-Methoxy-benzo[b]thiophen-2-yl)-pyrimidin-2-yl]-(2,2,6,6-tetramethyl-piperidin-4-yl)-amine). Run in Br (hydrobromic acid). Reaction conditions: temperature 120 celsius, time 20 hour. Yields the product CC1(NC(CC(C1)NC1=NC=CC(=N1)C1=CC2=C(S1)C=C(C=C2)O)(C)C)C (2-[2-(2,2,6,6-Tetramethyl-piperidin-4-ylamino)-pyrimidin-4-yl]-benzo[b]thiophen-6-ol). Reaction SMILES: C[O:2][C:3]1[CH:4]=[CH:5][C:6]2[CH:10]=[C:9]([C:11]3[CH:16]=[CH:15][N:14]=[C:13]([NH:17][CH:18]4[CH2:23][C:22]([CH3:25])([CH3:24])[NH:21][C:20]([CH3:27])([CH3:26])[CH2:19]4)[N:12]=3)[S:8][C:7]=2[CH:28]=1>Br>[CH3:24][C:22]1([CH3:25])[CH2:23][CH:18]([NH:17][C:13]2[N:12]=[C:11]([C:9]3[S:8][C:7]4[CH:28]=[C:3]([OH:2])[CH:4]=[CH:5][C:6]=4[CH:10]=3)[CH:16]=[CH:15][N:14]=2)[CH2:19][C:20]([CH3:27])([CH3:26])[NH:21]1. Reported procedure: Compound of Example 152 (200 mg, 0.5 mmol) was dissolved in 10 ml hydrobromic acid 48% and stirred at 120° C. for 20 hours. Afterwards the mixture was evaporated and the crude was purified by chromatography on silicagel (DCM/MeOH/ammonia:8/2/0.2). Yield: 120 mg (62%). Reactants: CC(C)(C)OC(=O)N1C2CCC1CNC2, CO, Clc1nc2ccccc2n1C1CCN(C2(c3ccccc3)CCCCCC2)CC1. Product: CC(C)(C)OC(=O)N1C2CCC1CN(c1nc3ccccc3n1C1CCN(C3(c4ccccc4)CCCCCC3)CC1)C2. As a reaction SMILES: [C:30]([CH3:31])([CH3:32])([CH3:33])[O:34][C:35](=[O:36])[N:37]1[CH:38]2[CH2:39][NH:40][CH2:41][CH:42]1[CH2:43][CH2:44]2.[CH3:45][OH:46].[Cl:1][c:2]1[n:3][c:4]2[c:5]([n:6]1[CH:7]1[CH2:8][CH2:9][N:10]([C:13]3([c:20]4[cH:21][cH:22][cH:23][cH:24][cH:25]4)[CH2:14][CH2:15][CH2:16][CH2:17][CH2:18][CH2:19]3)[CH2:11][CH2:12]1)[cH:26][cH:27][cH:28][cH:29]2>>[c:2]1([N:40]2[CH2:39][CH:38]3[N:37]([C:35]([O:34][C:30]([CH3:31])([CH3:32])[CH3:33])=[O:36])[CH:42]([CH2:41]2)[CH2:43][CH2:44]3)[n:3][c:4]2[c:5]([n:6]1[CH:7]1[CH2:8][CH2:9][N:10]([C:13]3([c:20]4[cH:21][cH:22][cH:23][cH:24][cH:25]4)[CH2:14][CH2:15][CH2:16][CH2:17][CH2:18][CH2:19]3)[CH2:11][CH2:12]1)[cH:26][cH:27][cH:28][cH:29]2.